From a dataset of the Open Reaction Database (ORD), a public repository of structured organic reaction records. describe an organic reaction: reactants, conditions, products, and yield Starting materials: C(C(=O)OC(COC1=C(C=C(C=C1)N1C=NC2=C(C1=O)SC(=C2)C2=CC=C(C=C2)Cl)OC)(C)C)(=O)OC(C)(C)C (tert-butyl 1-(4-(6-(4-chlorophenyl)-4-oxothieno[3,2-d]pyrimidin-3(4H)-yl)-2-methoxyphenoxy)-2-methylpropan-2-yl oxalate). The solvent is C(=O)(C(F)(F)F)O (TFA), C(Cl)Cl (CH2Cl2). Yields the product ClC1=CC=C(C=C1)C1=CC=2N=CN(C(C2S1)=O)C1=CC(=C(OCC(C)(OC(C(=O)O)=O)C)C=C1)OC (2-(1-(4-(6-(4-Chlorophenyl)-4-oxothieno[3,2-d]pyrimidin-3(4H)-yl)-2-methoxyphenoxy)-2-methylpropan-2-yloxy)-2-oxoacetic Acid). Yield: 91.0%. RXN SMILES: [C:1]([O:36]C(C)(C)C)(=[O:35])[C:2]([O:4][C:5]([CH3:34])([CH3:33])[CH2:6][O:7][C:8]1[CH:13]=[CH:12][C:11]([N:14]2[C:19](=[O:20])[C:18]3[S:21][C:22]([C:24]4[CH:29]=[CH:28][C:27]([Cl:30])=[CH:26][CH:25]=4)=[CH:23][C:17]=3[N:16]=[CH:15]2)=[CH:10][C:9]=1[O:31][CH3:32])=[O:3]>C(O)(C(F)(F)F)=O.C(Cl)Cl>[Cl:30][C:27]1[CH:28]=[CH:29][C:24]([C:22]2[S:21][C:18]3[C:19](=[O:20])[N:14]([C:11]4[CH:12]=[CH:13][C:8]([O:7][CH2:6][C:5]([CH3:34])([O:4][C:2](=[O:3])[C:1]([OH:36])=[O:35])[CH3:33])=[C:9]([O:31][CH3:32])[CH:10]=4)[CH:15]=[N:16][C:17]=3[CH:23]=2)=[CH:25][CH:26]=1. Reported procedure: A solution of tert-butyl 1-(4-(6-(4-chlorophenyl)-4-oxothieno[3,2-d]pyrimidin-3(4H)-yl)-2-methoxyphenoxy)-2-methylpropan-2-yl oxalate (124 mg; 0.212 mmol) in 0.5 mL of TFA and 1 mL of CH2Cl2 was stirred at rt for 1.5 h. The solution was concentrated under reduced pressure to afford 102 mg (91%) of the title compound as a white foam. 1H NMR (CDCl3) δ 1.70 (s, 6H), 3.86 (s, 3H), 4.30 (s, 2H), 6.91-6.94 (m, 2H), 7.09 (d, J=8.80 Hz, 1H), 7.45 (d, J=8.79 Hz, 2H), 7.66-7.69 (m, 3H), 8.74 (s, 1H); 13C ... Reported procedure: In a manner analogous to the method described in examples 99, {4-[(4S,5R)-2-(6-tert-butyl-4-ethoxy-pyridin-3-yl)-4,5-bis-(4-chloro-phenyl)-4,5-dimethyl-4,5-dihydro-imidazole-1-carbonyl]-piperazin-1-yl}-acetic acid hydrochloride (example 94) was coupled with 2-aminopyridine (Aldrich) to give the title compound. HR-MS (ES, m/z) calculated for C40H46Cl2N7O3 [(M+H)+] 742.3034, observed 742.3032. Yields the product C(C)(C)(C)C1=CC(=C(C=N1)C=1N([C@]([C@](N1)(C)C1=CC=C(C=C1)Cl)(C)C1=CC=C(C=C1)Cl)C(=O)N1CCN(CC1)CC(=O)NC1=NC=CC=C1)OCC (2-{4-[(4S,5R)-2-(6-tert-Butyl-4-ethoxy-pyridin-3-yl)-4,5-bis-(4-chloro-phenyl)-4,5-dimethyl-4,5-dihydro-imidazole-1-carbonyl]-piperazin-1-yl}-N-pyridin-2-yl-acetamide). Starting materials: Cl.C(C)(C)(C)C1=CC(=C(C=N1)C=1N([C@]([C@](N1)(C)C1=CC=C(C=C1)Cl)(C)C1=CC=C(C=C1)Cl)C(=O)N1CCN(CC1)CC(=O)O)OCC ({4-[(4S,5R)-2-(6-tert-Butyl-4-ethoxy-pyridin-3-yl)-4,5-bis-(4-chloro-phenyl)-4,5-dimethyl-4,5-dihydro-imidazole-1-carbonyl]-piperazin-1-yl}-acetic acid hydrochloride), NC1=NC=CC=C1 (2-aminopyridine). RXN SMILES: Cl.[C:2]([C:6]1[N:11]=[CH:10][C:9]([C:12]2[N:13]([C:33]([N:35]3[CH2:40][CH2:39][N:38]([CH2:41][C:42](O)=[O:43])[CH2:37][CH2:36]3)=[O:34])[C@@:14]([C:26]3[CH:31]=[CH:30][C:29]([Cl:32])=[CH:28][CH:27]=3)([CH3:25])[C@@:15]([C:18]3[CH:23]=[CH:22][C:21]([Cl:24])=[CH:20][CH:19]=3)([CH3:17])[N:16]=2)=[C:8]([O:45][CH2:46][CH3:47])[CH:7]=1)([CH3:5])([CH3:4])[CH3:3].[NH2:48][C:49]1[CH:54]=[CH:53][CH:52]=[CH:51][N:50]=1>>[C:2]([C:6]1[N:11]=[CH:10][C:9]([C:12]2[N:13]([C:33]([N:35]3[CH2:36][CH2:37][N:38]([CH2:41][C:42]([NH:48][C:49]4[CH:54]=[CH:53][CH:52]=[CH:51][N:50]=4)=[O:43])[CH2:39][CH2:40]3)=[O:34])[C@@:14]([C:26]3[CH:27]=[CH:28][C:29]([Cl:32])=[CH:30][CH:31]=3)([CH3:25])[C@@:15]([C:18]3[CH:23]=[CH:22][C:21]([Cl:24])=[CH:20][CH:19]=3)([CH3:17])[N:16]=2)=[C:8]([O:45][CH2:46][CH3:47])[CH:7]=1)([CH3:4])([CH3:3])[CH3:5] |f:0.1|. The reactants are [OH-].[Na+] (sodium hydroxide), C(CC)C1=CC=C(CN(C(CC2=CC=C(C=C2)CCC)=O)CC(=O)OC)C=C1 (Methyl 2-(N-(4-propylbenzyl)-2-(4-propylphenyl)acetamido)-acetate), Cl (hydrogen chloride). The solvent is C(C)(=O)OCC (ethyl acetate), CO (methanol). Run at time 2 hour. The product is C(CC)C1=CC=C(CN(C(CC2=CC=C(C=C2)CCC)=O)CC(=O)O)C=C1 (2-(N-(4-propylbenzyl)-2-(4-propylphenyl)acetamido)-acetic acid). The yield is 91.3%. RXN SMILES: [CH2:1]([C:4]1[CH:28]=[CH:27][C:7]([CH2:8][N:9]([CH2:22][C:23]([O:25]C)=[O:24])[C:10](=[O:21])[CH2:11][C:12]2[CH:17]=[CH:16][C:15]([CH2:18][CH2:19][CH3:20])=[CH:14][CH:13]=2)=[CH:6][CH:5]=1)[CH2:2][CH3:3].[OH-].[Na+].Cl>CO.C(OCC)(=O)C>[CH2:1]([C:4]1[CH:5]=[CH:6][C:7]([CH2:8][N:9]([CH2:22][C:23]([OH:25])=[O:24])[C:10](=[O:21])[CH2:11][C:12]2[CH:13]=[CH:14][C:15]([CH2:18][CH2:19][CH3:20])=[CH:16][CH:17]=2)=[CH:27][CH:28]=1)[CH2:2][CH3:3] |f:1.2|. Reported procedure: Methyl 2-(N-(4-propylbenzyl)-2-(4-propylphenyl)acetamido)-acetate (30.0 mg, 0.0786 mmol) was dissolved in 0.5 mL of methanol, and then 100 μL of 20% aqueous sodium hydroxide solution was added, and the reaction mixture was stirred for 2 hours at room temperature. Upon completion of the reaction, the reaction solution was diluted with 2 mL of ethyl acetate and neutralized by adding 200 μL of 10% aqueous hydrogen chloride solution. After removing water with anhydrous magnesium sulfate and filterin... Starting materials: C(C)N(C1=CC(=C(C=C1)NC(=O)C=1C=C(C=CC1)CCCOCCOCCOCCOCCNS(=O)(=O)C1=CC=C(C(=O)O)C=C1)C1=NC=CC(=C1)C(NCC1=CC(=CC=C1)C(F)(F)F)=O)CC (4-(N-(15-(3-(4-(diethylamino)-2-(4-(3-(trifluoromethyl)benzylcarbamoyl)pyridin-2-yl)phenylcarbamoyl)phenyl)-3,6,9,12-tetraoxapentadecyl)sulfamoyl)benzoic acid), COCCOCCOCCOCCOCCOCCOCCN1C(CNCC1)=O (1-(2,5,8,11,14,17,20-heptaoxadocosan-22-yl)piperazin-2-one), amine. The product is COCCOCCOCCOCCOCCOCCOCCN1C(CN(CC1)C(=O)C1=CC=C(C=C1)S(=O)(=O)NCCOCCOCCOCCOCCCC=1C=C(C(=O)NC2=C(C=C(C=C2)N(CC)CC)C=2C=C(C(=O)NCC3=CC(=CC=C3)C(F)(F)F)C=CN2)C=CC1)=O (2-(2-(3-(1-(4-(4-(2,5,8,11,14,17,20-heptaoxadocosan-22-yl)-3-oxopiperazine-1-carbonyl)phenylsulfonamido)-3,6,9,12-tetraoxapentadecan-15-yl)benzamido)-5-(diethylamino)phenyl)-N-(3-(trifluoromethyl)benzyl)isonicotinamide). Reaction SMILES: [CH2:1]([N:3]([CH2:67][CH3:68])[C:4]1[CH:9]=[CH:8][C:7]([NH:10][C:11]([C:13]2[CH:14]=[C:15]([CH2:19][CH2:20][CH2:21][O:22][CH2:23][CH2:24][O:25][CH2:26][CH2:27][O:28][CH2:29][CH2:30][O:31][CH2:32][CH2:33][NH:34][S:35]([C:38]3[CH:46]=[CH:45][C:41]([C:42](O)=[O:43])=[CH:40][CH:39]=3)(=[O:37])=[O:36])[CH:16]=[CH:17][CH:18]=2)=[O:12])=[C:6]([C:47]2[CH:52]=[C:51]([C:53](=[O:66])[NH:54][CH2:55][C:56]3[CH:61]=[CH:60][CH:59]=[C:58]([C:62]([F:65])([F:64])[F:63])[CH:57]=3)[CH:50]=[CH:49][N:48]=2)[CH:5]=1)[CH3:2].[CH3:69][O:70][CH2:71][CH2:72][O:73][CH2:74][CH2:75][O:76][CH2:77][CH2:78][O:79][CH2:80][CH2:81][O:82][CH2:83][CH2:84][O:85][CH2:86][CH2:87][O:88][CH2:89][CH2:90][N:91]1[CH2:96][CH2:95][NH:94][CH2:93][C:92]1=[O:97]>>[CH3:69][O:70][CH2:71][CH2:72][O:73][CH2:74][CH2:75][O:76][CH2:77][CH2:78][O:79][CH2:80][CH2:81][O:82][CH2:83][CH2:84][O:85][CH2:86][CH2:87][O:88][CH2:89][CH2:90][N:91]1[CH2:96][CH2:95][N:94]([C:42]([C:41]2[CH:45]=[CH:46][C:38]([S:35]([NH:34][CH2:33][CH2:32][O:31][CH2:30][CH2:29][O:28][CH2:27][CH2:26][O:25][CH2:24][CH2:23][O:22][CH2:21][CH2:20][CH2:19][C:15]3[CH:14]=[C:13]([CH:18]=[CH:17][CH:16]=3)[C:11]([NH:10][C:7]3[CH:8]=[CH:9][C:4]([N:3]([CH2:1][CH3:2])[CH2:67][CH3:68])=[CH:5][C:6]=3[C:47]3[CH:52]=[C:51]([CH:50]=[CH:49][N:48]=3)[C:53]([NH:54][CH2:55][C:56]3[CH:61]=[CH:60][CH:59]=[C:58]([C:62]([F:65])([F:64])[F:63])[CH:57]=3)=[O:66])=[O:12])(=[O:37])=[O:36])=[CH:39][CH:40]=2)=[O:43])[CH2:93][C:92]1=[O:97]. Procedure: This compound was prepared from 4-(N-(15-(3-(4-(diethylamino)-2-(4-(3-(trifluoromethyl)benzylcarbamoyl)pyridin-2-yl)phenylcarbamoyl)phenyl)-3,6,9,12-tetraoxapentadecyl)sulfamoyl)benzoic acid 272a by following the procedure described in Example 272 using 1-(2,5,8,11,14,17,20-heptaoxadocosan-22-yl)piperazin-2-one 135c.5 as the amine component in this coupling. MS (ES, m/z) 1368.4 [M+H]+. Reported procedure: 2-[3-(3-Bromo-phenyl)-cyclobutyl]-ethanol (0.500 gm, 1.96 mmol) was dissolved in diethylether (7 mL) and combined with tetrabutylammonium iodide (75 mg, 0.203 mmol), an aqueous solution of sodium hydroxide (5 gm, 50% wt/wt, 62.5 mmol) and dimethylsulfate (0.50 ml, 5.27 mmol). The mixture was stirred overnight at ambient temperature then diluted with diethyl ether and decanted. The supernatant was concentrated onto silica and purified by column chromatography (25% diethylether in hexanes) to affo... Starting materials: COS(=O)(=O)OC (dimethylsulfate), [OH-].[Na+] (sodium hydroxide), BrC=1C=C(C=CC1)C1CC(C1)CCO (2-[3-(3-Bromo-phenyl)-cyclobutyl]-ethanol). Yields the product BrC1=CC(=CC=C1)C1CC(C1)CCOC (1-Bromo-3-[3-(2-methoxy-ethyl)-cyclobutyl]-benzene). Reaction SMILES: [Br:1][C:2]1[CH:3]=[C:4]([CH:8]2[CH2:11][CH:10]([CH2:12][CH2:13][OH:14])[CH2:9]2)[CH:5]=[CH:6][CH:7]=1.[OH-].[Na+].[CH3:17]OS(OC)(=O)=O>C(OCC)C.[I-].C([N+](CCCC)(CCCC)CCCC)CCC>[Br:1][C:2]1[CH:7]=[CH:6][CH:5]=[C:4]([CH:8]2[CH2:9][CH:10]([CH2:12][CH2:13][O:14][CH3:17])[CH2:11]2)[CH:3]=1 |f:1.2,5.6|. The solvent is C(C)OCC (diethylether), C(C)OCC (diethyl ether). The yield is 73.7%. Reaction conditions: time 8 hour. Reagents/catalysts: [I-].C(CCC)[N+](CCCC)(CCCC)CCCC (tetrabutylammonium iodide). Reactants: [Cl-].[NH4+] (ammonium chloride), NC1=C(C(=O)N(C)OC)C=C(C=C1)O[Si](C)(C)C(C)(C)C (2-amino-5-{[tert-butyl(dimethyl)silyl]oxy}-N-methoxy-N-methylbenzamide), solution, C1(=CC=CC=C1)[Mg]Br (phenylmagnesium bromide). Solvent: O1CCCC1 (tetrahydrofuran), O1CCCC1 (tetrahydrofuran). Conditions: time 30 minute. Product: NC1=C(C=C(C=C1)O[Si](C)(C)C(C)(C)C)C(=O)C1=CC=CC=C1 ((2-amino-5-{[tert-butyl(dimethyl)silyl]oxy}-phenyl)(phenyl)methanone). Isolated yield 65.0%. As a reaction SMILES: [NH2:1][C:2]1[CH:13]=[CH:12][C:11]([O:14][Si:15]([C:18]([CH3:21])([CH3:20])[CH3:19])([CH3:17])[CH3:16])=[CH:10][C:3]=1[C:4](N(OC)C)=[O:5].[C:22]1([Mg]Br)[CH:27]=[CH:26][CH:25]=[CH:24][CH:23]=1.[Cl-].[NH4+]>O1CCCC1>[NH2:1][C:2]1[CH:13]=[CH:12][C:11]([O:14][Si:15]([C:18]([CH3:19])([CH3:20])[CH3:21])([CH3:16])[CH3:17])=[CH:10][C:3]=1[C:4]([C:22]1[CH:27]=[CH:26][CH:25]=[CH:24][CH:23]=1)=[O:5] |f:2.3|. Reported procedure: To a solution of 2-amino-5-{[tert-butyl(dimethyl)silyl]oxy}-N-methoxy-N-methylbenzamide (5.0 g, 16 mmol) in tetrahydrofuran (100 ml) was added dropwise 2.0 M solution (20 ml) of phenylmagnesium bromide in tetrahydrofuran at −78° C. The temperature of the reaction mixture was raised, and the mixture was stirred at room temperature for 30 min. Saturated aqueous ammonium chloride solution was added to the reaction mixture, and the mixture was extracted with ethyl acetate. The extract was washed wit... Reactants: COC(=O)C1=NN2C(N=C(C=C2S)C)=N1 (2-methoxycarbonyl-7-mercapto5-methyl-s-triazolo[1,5-a]pyrimidine), O.NN (hydrazine hydrate). Run in CO (methanol). Reaction conditions: time 2 hour. The product is N(N)C(=O)C1=NN2C(N=C(C=C2S)C)=N1 (2-hydrazinocarbonyl-7-mercapto-5-methyl-s-triazolo[1,5-a]pyrimidine). RXN SMILES: C[O:2][C:3]([C:5]1[N:15]=[C:8]2[N:9]=[C:10]([CH3:14])[CH:11]=[C:12]([SH:13])[N:7]2[N:6]=1)=O.O.[NH2:17][NH2:18]>CO>[NH:17]([C:3]([C:5]1[N:15]=[C:8]2[N:9]=[C:10]([CH3:14])[CH:11]=[C:12]([SH:13])[N:7]2[N:6]=1)=[O:2])[NH2:18] |f:1.2|. Procedure details: To a suspension of 2-methoxycarbonyl-7-mercapto5-methyl-s-triazolo[1,5-a]pyrimidine (10 g) in 200 ml of methanol was dropwise added hydrazine hydrate (110 ml). The mixture was stirred at room temperature for two hours, the insoluble matters were filtered off, and the solvent was removed by distillation from the filtrate. Water (100 ml) was added to the residue and the pH was adjusted to 4.0 with 1N hydrochloric acid. The formed crystals were collected by filtration and washed with 100 ml of wate...